From a dataset of the Open Reaction Database (ORD), a public repository of structured organic reaction records. describe an organic reaction: reactants, conditions, products, and yield Solvent: CO (methanol), CO (methanol). Reaction SMILES: [NH2:1][C:2]1[S:3][CH:4]=[C:5]([CH2:7][S:8][CH2:9][CH2:10][NH2:11])[N:6]=1.C1(N)C(F)=C(F)C(F)=C([NH2:21])C=1F.Cl.Cl.CO[C:28]1[C:32](OC)=[N:31][S:30](=[O:35])[N:29]=1>CO>[NH2:21][C:28]1[C:32]([NH:11][CH2:10][CH2:9][S:8][CH2:7][C:5]2[N:6]=[C:2]([NH2:1])[S:3][CH:4]=2)=[N:31][S:30](=[O:35])[N:29]=1 |f:1.2.3|. Starting materials: NC=1SC=C(N1)CSCCN (2-[(2-aminothiazol-4-yl)methylthio]ethylamine), C1(=C(C(=C(C(=C1F)F)F)N)F)N.Cl.Cl (dihydrochloride), COC1=NS(N=C1OC)=O (3,4-dimethoxy-1,2,5-thiadiazole 1-oxide). Conditions: time 1.5 hour. Reported procedure: A solution of 2-[(2-aminothiazol-4-yl)methylthio]ethylamine (from the dihydrochloride, 2.62 g; 10.0 mmoles) [prepared in Example 122, Step A] in 20 ml of methanol was added dropwise over 30 minutes to a cold (5°) solution of 3,4-dimethoxy-1,2,5-thiadiazole 1-oxide (1.62 g; 10.0 mmoles) in 50 ml of methanol. After stirring for 1.5 hours, anhydrous ammonia was bubbled into the solution for 30 minutes and the solution kept at 5° for 17 hours. The reaction mixture was evaporated under reduced pressu... Yields the product NC1=NS(N=C1NCCSCC=1N=C(SC1)N)=O (3-Amino-4-{2-[(2-aminothiazol-4-yl)methylthio]ethylamino}-1,2,5-thiadiazole 1-oxide). Reactants: Cl.FC1=CC=C(C=C1)NN ((4-fluorophenyl)hydrazine hydrochloride), CN1C(CCC1)=O (1-methyl-2-pyrrolidinone), BrC1=CC(=C(C=O)C=C1)F (4-bromo-2-fluorobenzaldehyde), CC(C)(C)[O-].[K+] (potassium 2-methylpropan-2-olate), CC(C)(C)[O-].[K+] (potassium 2-methylpropan-2-olate). Solvent: CCCCCCC (heptane). Run at time 14 hour. Product: BrC1=CC=C2C=NN(C2=C1)C1=CC=C(C=C1)F (6-bromo-1-(4-fluorophenyl)-1H-indazole). Yield: 53.4%. RXN SMILES: Cl.[F:2][C:3]1[CH:8]=[CH:7][C:6]([NH:9][NH2:10])=[CH:5][CH:4]=1.CN1CCCC1=O.[Br:18][C:19]1[CH:26]=[CH:25][C:22]([CH:23]=O)=[C:21](F)[CH:20]=1.CC([O-])(C)C.[K+]>CCCCCCC>[Br:18][C:19]1[CH:26]=[C:25]2[C:22]([CH:23]=[N:10][N:9]2[C:6]2[CH:7]=[CH:8][C:3]([F:2])=[CH:4][CH:5]=2)=[CH:21][CH:20]=1 |f:0.1,4.5|. Reported procedure: A flask was charged with (4-fluorophenyl)hydrazine hydrochloride (25.0 g, 154 mmol), 1-methyl-2-pyrrolidinone (500 mL) and 4-bromo-2-fluorobenzaldehyde (31.2 g, 154 mmol). The mixture was stirred at rt for about 14 h then potassium 2-methylpropan-2-olate (18.98 g, 169 mmol) was added. The mixture was stirred for about 1 h then a second portion of potassium 2-methylpropan-2-olate (17.25 g, 154 mmol) was added. The mixture was stirred for about 15 min then warmed in an oil bath heated to about 160... The reactants are CC(C)=O, CI, Nc1ccc2c(c1)C=NCC2. The product is [I-], C[N+]1=Cc2cc(N)ccc2CC1. Reaction SMILES: [CH3:14][C:15](=[O:16])[CH3:17].[I:12][CH3:13].[NH2:1][c:2]1[cH:3][cH:4][c:5]2[c:10]([cH:11]1)[CH:9]=[N:8][CH2:7][CH2:6]2>>[I-:12].[NH2:1][c:2]1[cH:3][cH:4][c:5]2[c:10]([cH:11]1)[CH:9]=[N+:8]([CH3:13])[CH2:7][CH2:6]2. The reactants are ClC1=NC=C(C=C1)[N+](=O)[O-] (2-chloro-5-nitropyridine), OC(C1CCNCC1)C1=CC=CC=C1 (4-(hydroxyphenylmethyl)piperidine). The product is OC(C1CCN(CC1)C1=CC=C(C=N1)N)C1=CC=CC=C1 (6-(4-(hydroxyphenylmethyl)piperidin-1-yl)pyridin-3-amine). As a reaction SMILES: Cl[C:2]1[CH:7]=[CH:6][C:5]([N+:8]([O-])=O)=[CH:4][N:3]=1.[OH:11][CH:12]([C:19]1[CH:24]=[CH:23][CH:22]=[CH:21][CH:20]=1)[CH:13]1[CH2:18][CH2:17][NH:16][CH2:15][CH2:14]1>>[OH:11][CH:12]([C:19]1[CH:24]=[CH:23][CH:22]=[CH:21][CH:20]=1)[CH:13]1[CH2:14][CH2:15][N:16]([C:2]2[N:3]=[CH:4][C:5]([NH2:8])=[CH:6][CH:7]=2)[CH2:17][CH2:18]1. Reported procedure: Intermediate B-24 was prepared by the general procedure for intermediate B-2, by using 2-chloro-5-nitropyridine and 4-(hydroxyphenylmethyl)piperidine as starting materials. MS (M+1): 284. Starting materials: COc1cccc(OC)c1C#CC(F)(F)F, C1CCOC1. Yields the product COc1cccc(OC)c1CCC(F)(F)F. Reaction SMILES: [CH3:1][O:2][c:3]1[c:4]([C:11]#[C:12][C:13]([F:14])([F:15])[F:16])[c:5]([O:9][CH3:10])[cH:6][cH:7][cH:8]1.[O:17]1[CH2:18][CH2:19][CH2:20][CH2:21]1>>[CH3:1][O:2][c:3]1[c:4]([CH2:11][CH2:12][C:13]([F:14])([F:15])[F:16])[c:5]([O:9][CH3:10])[cH:6][cH:7][cH:8]1. The reagents and catalysts are [Pd]=S (palladium sulfide). Reported procedure: A solution of 500 mg (1.9 mmol) of 2,4,4-trimethyl-6-bromo-(4H)-1-benzothiopyran (Compound 50) in 5 ml of ethyl acetate was treated with 500 mg of 10% palladium sulfide on carbon and then shaken under an atmosphere (30 psi) of hydrogen in a Parr apparatus for 24 hours. The mixture was filtered through celite and the solvent was removed in-vacuo. The residue was purified by flash chromatography (silica; hexanes) to give the title compound as a colorless oil. PMR (CDCl3): & 1.21 (3H, s), 1.33 (3H,... The reactants are CC=1SC2=C(C(C1)(C)C)C=C(C=C2)Br (2,4,4-trimethyl-6-bromo-(4H)-1-benzothiopyran), CC1C(=C(SC2=C1C=C(C=C2)Br)C)C (Trimethyl-6-Bromo-(4H)-1-benzothiopyran), [H][H] (hydrogen). Yields the product CC1SC2=CC=C(C=C2C(C1)(C)C)Br (2,4,4-trimethyl-6-bromo-thiochroman). Reaction SMILES: [CH3:1][C:2]1[S:3][C:4]2[CH:13]=[CH:12][C:11]([Br:14])=[CH:10][C:5]=2[C:6]([CH3:9])([CH3:8])[CH:7]=1.CC1C2C=C(Br)C=CC=2SC(C)=C1C.[H][H]>C(OCC)(=O)C.[Pd]=S>[CH3:1][CH:2]1[CH2:7][C:6]([CH3:9])([CH3:8])[C:5]2[C:4](=[CH:13][CH:12]=[C:11]([Br:14])[CH:10]=2)[S:3]1. Run in C(C)(=O)OCC (ethyl acetate). Reactants: CN(CCCl)C (2-dimethylaminoethyl chloride), ice water, [H-].[Na+] (sodium hydride), O[C@@H]1C(NC2=C3C(S[C@H]1C1=CC=C(C=C1)OC)=CC=CC3=CC=C2)=O ((±)-trans-2,3-dihydro-3-hydroxy-2-(4-methoxyphenyl)naphtho[1,8-bc]-1,5-thiazocin-4(5H)-one). The solvent is CS(=O)C (dimethyl sulfoxide), CS(=O)C (dimethyl sulfoxide). Conditions: time 1 hour. Product: CN(CCN1C2=C3C(S[C@H]([C@@H](C1=O)O)C1=CC=C(C=C1)OC)=CC=CC3=CC=C2)C ((±)-trans-2,3-dihydro-5[2-(dimethylamino)ethyl]-3-hydroxy-2-(4-methoxyphenyl)naphtho[1,8-bc]-1,5 -thiazocin-4(5H)-one). Yield: 92.1%. As a reaction SMILES: [H-].[Na+].[OH:3][C@H:4]1[C@H:11]([C:12]2[CH:17]=[CH:16][C:15]([O:18][CH3:19])=[CH:14][CH:13]=2)[S:10][C:9]2=[CH:20][CH:21]=[CH:22][C:23]3=[CH:24][CH:25]=[CH:26][C:7](=[C:8]23)[NH:6][C:5]1=[O:27].[CH3:28][N:29]([CH3:33])[CH2:30][CH2:31]Cl>CS(C)=O>[CH3:28][N:29]([CH3:33])[CH2:30][CH2:31][N:6]1[C:5](=[O:27])[C@@H:4]([OH:3])[C@H:11]([C:12]2[CH:17]=[CH:16][C:15]([O:18][CH3:19])=[CH:14][CH:13]=2)[S:10][C:9]2=[CH:20][CH:21]=[CH:22][C:23]3=[CH:24][CH:25]=[CH:26][C:7]1=[C:8]23 |f:0.1|. Procedure: A mixture of 0.415 g of sodium hydride (58% dispersion in mineral oil) in 50 mL dimethyl sulfoxide (dried over CaH2) was stirred under nitrogen at 70° (bath temperature) for 1 hour then allowed to cool to room temperature. To this mixture 2.8 g of (±)-trans-2,3-dihydro-3-hydroxy-2-(4-methoxyphenyl)naphtho[1,8-bc]-1,5-thiazocin-4(5H)-one was added then stirred at room temperature for 30 minutes. After the dropwise addition of 1.2 g of 2-dimethylaminoethyl chloride in 10 mL dimethyl sulfoxide, the...